From a dataset of the Open Reaction Database (ORD), a public repository of structured organic reaction records. describe an organic reaction: reactants, conditions, products, and yield Reactants: O (water), CO (methanol), [BH4-].[Li+] (lithium borohydride), C1(CCC1)C(C1=CC=C(C(=O)OCC)C=C1)(F)F (ethyl 4-[cyclobutyl(difluoro)methyl]benzoate). Run in O1CCCC1 (tetrahydrofuran). Conditions: time 3 hour. Yields the product C1(CCC1)C(C1=CC=C(C=C1)CO)(F)F ({4-[cyclobutyl(difluoro)methyl]phenyl}methanol). As a reaction SMILES: [CH:1]1([C:5]([F:18])([F:17])[C:6]2[CH:16]=[CH:15][C:9]([C:10](OCC)=[O:11])=[CH:8][CH:7]=2)[CH2:4][CH2:3][CH2:2]1.CO.[BH4-].[Li+].O>O1CCCC1>[CH:1]1([C:5]([F:17])([F:18])[C:6]2[CH:16]=[CH:15][C:9]([CH2:10][OH:11])=[CH:8][CH:7]=2)[CH2:2][CH2:3][CH2:4]1 |f:2.3|. Procedure: To a solution of ethyl 4-[cyclobutyl(difluoro)methyl]benzoate (synthesized by the method of WO2005/032465, 140 mg, 0.55 mmol) in tetrahydrofuran (5 mL) and methanol (112 μL, 2.76 mmol) was added lithium borohydride (60 mg, 2.75 mmol) at 0° C. The mixture was stirred at room temperature for 3 hours, and then to the reaction solution was added water at 0° C., and the mixture was extracted with ethyl acetate three times. The organic layer was combined, washed with water and saturated brine, dried o... Reactants: FC1=C2CC(C(C2=C(C=C1)O)=O)C(=O)OCC (Ethyl 4-fluoro-7-hydroxy-indan-1-one-2-carboxylate). Reagents/catalysts: [Pd] (Pd-C). The solvent is C(C)O (ethanol). The product is OC1=C2CC(CC2=C(C=C1)F)C(=O)OCC (Ethyl 4-hydroxy-7-fluoro-indan-2-carboxylate). Reaction SMILES: [F:1][C:2]1[CH:10]=[CH:9][C:8]([OH:11])=[C:7]2[C:3]=1[CH2:4][CH:5]([C:13]([O:15][CH2:16][CH3:17])=[O:14])[C:6]2=O>C(O)C.[Pd]>[OH:11][C:8]1[CH:9]=[CH:10][C:2]([F:1])=[C:3]2[C:7]=1[CH2:6][CH:5]([C:13]([O:15][CH2:16][CH3:17])=[O:14])[CH2:4]2. Procedure: 94 g (0.4 mol) of the compound from Example 26 are hydrogenated in 600 ml of ethanol using 20 g of Pd-C (5% strength) at 30 bar of H2 and 60° C. for 4 h. The catalyst is filtered off, the solution is evaporated and the residue is flash chromatographed on silica gel (eluent: petroleum ether/acetone 5:1). After evaporating the fractions containing the product, the residue is recrystallized from ligroin. Starting materials: CN(C)C=O, [H-], CI, [Na+], O, OC1(c2ccccc2)CCC2(CC1)OCCO2. Product: COC1(c2ccccc2)CCC2(CC1)OCCO2. RXN SMILES: [CH3:23][N:24]([CH3:25])[CH:26]=[O:27].[H-:20].[I:18][CH3:19].[Na+:21].[OH2:22].[c:1]1([C:7]2([OH:17])[CH2:8][CH2:9][C:10]3([O:11][CH2:12][CH2:13][O:14]3)[CH2:15][CH2:16]2)[cH:2][cH:3][cH:4][cH:5][cH:6]1>>[c:1]1([C:7]2([O:17][CH3:19])[CH2:8][CH2:9][C:10]3([O:11][CH2:12][CH2:13][O:14]3)[CH2:15][CH2:16]2)[cH:2][cH:3][cH:4][cH:5][cH:6]1.